This data is from the Open Reaction Database (ORD), a public repository of structured organic reaction records. The task is: describe an organic reaction: reactants, conditions, products, and yield Starting materials: Cc1ccc(CS(=O)(=O)OCCN(C(=O)OCc2ccccc2)c2ccc(Br)cc2)cc1, CCCC[N+](CCCC)(CCCC)CCCC, C1CCOC1, [F-]. The product is O=C(OCc1ccccc1)N(CCF)c1ccc(Br)cc1. RXN SMILES: [CH2:1]([c:2]1[cH:3][cH:4][cH:5][cH:6][cH:7]1)[O:8][C:9](=[O:10])[N:11]([CH2:12][CH2:13][O:14][S:15]([CH2:16][c:17]1[cH:18][cH:19][c:20]([CH3:21])[cH:22][cH:23]1)(=[O:24])=[O:25])[c:26]1[cH:27][cH:28][c:29]([Br:32])[cH:30][cH:31]1.[CH2:34]([N+:35]([CH2:36][CH2:37][CH2:38][CH3:39])([CH2:40][CH2:41][CH2:42][CH3:43])[CH2:44][CH2:45][CH2:46][CH3:47])[CH2:48][CH2:49][CH3:50].[CH2:51]1[O:52][CH2:53][CH2:54][CH2:55]1.[F-:33]>>[CH2:1]([c:2]1[cH:3][cH:4][cH:5][cH:6][cH:7]1)[O:8][C:9](=[O:10])[N:11]([CH2:12][CH2:13][F:33])[c:26]1[cH:27][cH:28][c:29]([Br:32])[cH:30][cH:31]1. The reactants are C(C)(=O)Cl (Acetyl chloride), C1COC(CC2=CC=C(C=C2)CO)(C)O1 (1-(4-hydroxymethylphenyl)propane-2-one ethylene ketal). Run in CCOCC (ether), CCOCC (ether). Yields the product C(C)(=O)OCC1=CC=C(C=C1)CC(C)=O (1-(4-Acetoxymethylphenyl)propan-2-one). RXN SMILES: [C:1](Cl)(=[O:3])[CH3:2].C1[O:19][C:8]([CH3:18])([CH2:9][C:10]2[CH:15]=[CH:14][C:13]([CH2:16][OH:17])=[CH:12][CH:11]=2)OC1>CCOCC>[C:1]([O:17][CH2:16][C:13]1[CH:12]=[CH:11][C:10]([CH2:9][C:8](=[O:19])[CH3:18])=[CH:15][CH:14]=1)(=[O:3])[CH3:2]. Procedure details: Acetyl chloride (5.0 ml) in dry ether (20 ml) was added dropwise to a stirred solution of 1-(4-hydroxymethylphenyl)propane-2-one ethylene ketal (3.0 g) (as prepared in description 1) in dry ether (50 ml). The mixture was refluxed for 1 h, evaporated and deketalised as described in description 1, to give the title compound as a colourless oil which was bulb distilled, bath temperature 120°-130°/o. 1 mm Hg. The reactants are [BH4-].[Li+] (lithium borohydride), C(C1=CC=CC=C1)OCN1C=C(C=2N=CN=C(C21)OC)CN[C@@H](C(=O)OCC)[C@@H](C(=O)OCC)O ((2R,3S)-diethyl 2-((5-(benzyloxymethyl)-4-methoxy-5H-pyrrolo[3,2-d]pyrimidin-7-yl)methylamino)-3-hydroxysuccinate). Run in CO (methanol), C(C)OCC (diethyl ether), CO (methanol). Yields the product C(C1=CC=CC=C1)OCN1C=C(C=2N=CN=C(C21)OC)CN[C@H]([C@@H](CO)O)CO ((2S,3S)-3-((5-(benzyloxymethyl)-4-methoxy-5H-pyrrolo[3,2-d]pyrimidin-7-yl)methylamino)butane-1,2,4-triol). As a reaction SMILES: [CH2:1]([O:8][CH2:9][N:10]1[C:18]2[C:17]([O:19][CH3:20])=[N:16][CH:15]=[N:14][C:13]=2[C:12]([CH2:21][NH:22][C@H:23]([C@H:29]([OH:35])[C:30](OCC)=[O:31])[C:24](OCC)=[O:25])=[CH:11]1)[C:2]1[CH:7]=[CH:6][CH:5]=[CH:4][CH:3]=1.[BH4-].[Li+]>C(OCC)C.CO>[CH2:1]([O:8][CH2:9][N:10]1[C:18]2[C:17]([O:19][CH3:20])=[N:16][CH:15]=[N:14][C:13]=2[C:12]([CH2:21][NH:22][C@@H:23]([CH2:24][OH:25])[C@H:29]([OH:35])[CH2:30][OH:31])=[CH:11]1)[C:2]1[CH:3]=[CH:4][CH:5]=[CH:6][CH:7]=1 |f:1.2|. Procedure: To a stirred solution of the product from Example 15.1 (0.166 g, 0.34 mmol) in diethyl ether (10 ml) was added methanol (0.14 ml, 3.41 mmol) and then lithium borohydride (0.85 ml, 1.71 mmol, 2.0M in THF). After 30 mins the reaction mixture was diluted with methanol and then concentrated. The residue was dissolved in methanol, diluted with concentrated aqueous ammonia (1 ml) and evaporated on to silica gel. The material was chromatographed on silica gel (DCM-methanol-conc. ammonia, 85:15:2, then ... Reactants: FC(C=1C=C(C2=C(C=CO2)C1)C(C(C)=O)C)(F)F (3-(5-trifluoromethylbenzofur-7-yl)-2-butanone), [BH4-].[Na+] (sodium borohydride). Solvent: C(C)O (ethanol). Reaction conditions: time 30 minute. Product: FC(C=1C=C(C2=C(C=CO2)C1)C(C(C)O)C)(F)F (3-(5-trifluoromethylbenzofur-7-yl)-2-butanol). Yield: 45.4%. Reaction SMILES: [F:1][C:2]([F:18])([F:17])[C:3]1[CH:4]=[C:5]([CH:12]([CH3:16])[C:13](=[O:15])[CH3:14])[C:6]2[O:10][CH:9]=[CH:8][C:7]=2[CH:11]=1.[BH4-].[Na+]>C(O)C>[F:17][C:2]([F:1])([F:18])[C:3]1[CH:4]=[C:5]([CH:12]([CH3:16])[CH:13]([OH:15])[CH3:14])[C:6]2[O:10][CH:9]=[CH:8][C:7]=2[CH:11]=1 |f:1.2|. Procedure: A solution of 0.09 gm (0.35 mMol) 3-(5-trifluoromethylbenzofur-7-yl)-2-butanone in ethanol was cooled to 0° C. To this solution was added 0.013 gm (0.35 mMol) sodium borohydride and the resulting mixture stirred for 30 minutes. The reaction mixture was then allowed to warm to room temperature and was concentrated under reduced pressure. The residue was taken up in ethyl acetate and washed sequentially with 0.1 N hydrochloric acid, water, and saturated aqueous sodium chloride. The remaining organ... Starting materials: C1CCOC1, CCOC(C)=O, I, [NH4+], [Na+], [Na+], [OH-], Cc1ccc(S(=O)(=O)n2ccc3c2ncc2nnc(C4CCC(n5ccc(C=O)c5)C4)n23)cc1, O=S([O-])[O-]. The product is Cc1ccc(S(=O)(=O)n2ccc3c2ncc2nnc(C4CCC(n5ccc(C#N)c5)C4)n23)cc1. RXN SMILES: [CH2:38]1[O:39][CH2:40][CH2:41][CH2:42]1.[CH3:49][CH2:50][O:51][C:52]([CH3:53])=[O:54].[I:35].[NH4+:37].[Na+:47].[Na+:48].[OH-:36].[S:1](=[O:2])(=[O:3])([c:4]1[cH:5][cH:6][c:7]([CH3:8])[cH:9][cH:10]1)[n:11]1[cH:12][cH:13][c:14]2[c:15]1[n:16][cH:17][c:18]1[n:19]2[c:20]([CH:23]2[CH2:24][CH:25]([n:28]3[cH:29][c:30]([CH:33]=[O:34])[cH:31][cH:32]3)[CH2:26][CH2:27]2)[n:21][n:22]1.[S:43]([O-:44])([O-:45])=[O:46]>>[S:1](=[O:2])(=[O:3])([c:4]1[cH:5][cH:6][c:7]([CH3:8])[cH:9][cH:10]1)[n:11]1[cH:12][cH:13][c:14]2[c:15]1[n:16][cH:17][c:18]1[n:19]2[c:20]([CH:23]2[CH2:24][CH:25]([n:28]3[cH:29][c:30]([C:33]#[N:37])[cH:31][cH:32]3)[CH2:26][CH2:27]2)[n:21][n:22]1. Procedure: To a solution containing 5.5g of potassium tert-butoxide in 50ml of DMSO was added 6.0 g of 2,4-pentanedione followed by 5.0 g of benzyl chloride. The solution was stirred over night at room temperature. 200ml of 1 molar hydrochloric acid was added and the solution was extracted with dichloromethane. The extract was washed 3 times with water and the solvent was evaporated in vacuo. The residue was distilled. Yield 2.9 g, bp 150°-154° C./15 mm. Reaction SMILES: CC(C)([O-])C.[K+].[CH3:7][C:8](=[O:13])[CH2:9][C:10](=[O:12])[CH3:11].[CH2:14](Cl)[C:15]1[CH:20]=[CH:19][CH:18]=[CH:17][CH:16]=1.Cl>CS(C)=O>[CH2:14]([CH:9]([C:8](=[O:13])[CH3:7])[C:10](=[O:12])[CH3:11])[C:15]1[CH:20]=[CH:19][CH:18]=[CH:17][CH:16]=1 |f:0.1|. Product: C(C1=CC=CC=C1)C(C(C)=O)C(C)=O (3-Benzyl-2,4-pentanedione). Run in CS(=O)C (DMSO). The reactants are Cl (hydrochloric acid), CC(C)([O-])C.[K+] (potassium tert-butoxide), C(C1=CC=CC=C1)Cl (benzyl chloride), CC(CC(C)=O)=O (2,4-pentanedione). Reactants: NC1=C(C=C(C=2C(C3=CC=CC=C3C(C12)=O)=O)O)OC1=CC=C(C=C1)S(=O)(=O)Cl (1-amino-4-hydroxy-2-(4-chlorosulphonylphenoxy)anthraquinone), O1CCOCC1 (1,4-dioxane), [F-].[K+] (potassium fluoride). Run in O (water). Product: NC1=C(C=C(C=2C(C3=CC=CC=C3C(C12)=O)=O)O)OC1=CC=C(C=C1)S(=O)(=O)F (1-amino-4-hydroxy-2-(4-fluorosulphonylphenoxy)anthraquinone). Reaction SMILES: [NH2:1][C:2]1[C:15]2[C:14](=[O:16])[C:13]3[C:8](=[CH:9][CH:10]=[CH:11][CH:12]=3)[C:7](=[O:17])[C:6]=2[C:5]([OH:18])=[CH:4][C:3]=1[O:19][C:20]1[CH:25]=[CH:24][C:23]([S:26](Cl)(=[O:28])=[O:27])=[CH:22][CH:21]=1.O1CCOCC1.[F-:36].[K+]>O>[NH2:1][C:2]1[C:15]2[C:14](=[O:16])[C:13]3[C:8](=[CH:9][CH:10]=[CH:11][CH:12]=3)[C:7](=[O:17])[C:6]=2[C:5]([OH:18])=[CH:4][C:3]=1[O:19][C:20]1[CH:25]=[CH:24][C:23]([S:26]([F:36])(=[O:28])=[O:27])=[CH:22][CH:21]=1 |f:2.3|. Procedure: To a mixture of 1-amino-4-hydroxy-2-(4-chlorosulphonylphenoxy)anthraquinone (2 parts) and 1,4-dioxane (25 parts), stirring at ambient temperature, was added a solution of potassium fluoride (0.6 parts) in water (5 parts). The mixture was heated to 60° C. and stirred at this temperature for 20 minutes. After cooling to 0°-5° C., the product was isolated by filtration, washed with water and dried at 50° C. to yield: 1-amino-4-hydroxy-2-(4-fluorosulphonylphenoxy)anthraquinone (1.6 parts). λmax=515.... The product is c1ccc(N2CCCC2)cc1. Reactants: C1CCNC1, CS(C)=O, [Cu]I, Ic1ccccc1, O=C(O)C1CCCN1. As a reaction SMILES: [CH2:1]1[CH2:2][CH2:3][NH:4][CH2:5]1.[CH3:23][S:24]([CH3:25])=[O:26].[Cu:21][I:22].[I:14][c:15]1[cH:16][cH:17][cH:18][cH:19][cH:20]1.[OH:6][C:7]([CH:8]1[NH:9][CH2:10][CH2:11][CH2:12]1)=[O:13]>>[CH2:1]1[CH2:2][CH2:3][N:4]([c:15]2[cH:16][cH:17][cH:18][cH:19][cH:20]2)[CH2:5]1.